This data is from the Open Reaction Database (ORD), a public repository of structured organic reaction records. The task is: describe an organic reaction: reactants, conditions, products, and yield Reactants: C(C1=CC=CC=C1)OC1=CC=C(C=C1)OCC=C (1-Benzyloxy-4-allyloxy-benzene), C1(=CC(=CC(=C1)C)C)C (mesitylene). Reaction conditions: temperature 165 celsius. Yields the product C(C=C)C1=C(C=CC(=C1)OCC1=CC=CC=C1)O (2-allyl-4-benzyloxy-phenol). Yield: 85.0%. As a reaction SMILES: [CH2:1]([O:8][C:9]1[CH:14]=[CH:13][C:12]([O:15]CC=C)=[CH:11][CH:10]=1)[C:2]1[CH:7]=[CH:6][CH:5]=[CH:4][CH:3]=1.[C:19]1(C)[CH:24]=C(C)C=C(C)[CH:20]=1>>[CH2:24]([C:11]1[CH:10]=[C:9]([O:8][CH2:1][C:2]2[CH:3]=[CH:4][CH:5]=[CH:6][CH:7]=2)[CH:14]=[CH:13][C:12]=1[OH:15])[CH:19]=[CH2:20]. Procedure: 1-Benzyloxy-4-allyloxy-benzene (20.4 g, 84.9 mmol) dissolved in mesitylene (150 ml) was heated at 165° C. for 48 hr under an argon atmosphere. After cooling to ambient temperature the resulting brown oil was chromatographed over SiO2 (Merck 230-400 mesh) eluting with EtOAc-nHexane (1:9) to afford 2-allyl-4-benzyloxy-phenol (17.45 g, 72.6 mmol, 85%) as a pale yellow oil MS m/e=240.1 (M+). Starting materials: ClC1=NC(=C2N=CN(C2=N1)C(CC)CC)Cl (2,6-dichoro-9-(1-ethylpropyl)-9H-purine), C(C1=CC=CC=C1)N (benzylamine). Solvent: C(CCC)O (butanol). Conditions: temperature 100 celsius. The product is ClC1=NC(=C2N=CN(C2=N1)C(CC)CC)NCC1=CC=CC=C1 (2-chloro-9-(1-ethylpropyl)-N-(phenylmethyl)-9H-purin-6-amine). RXN SMILES: [Cl:1][C:2]1[N:10]=[C:9]2[C:5]([N:6]=[CH:7][N:8]2[CH:11]([CH2:14][CH3:15])[CH2:12][CH3:13])=[C:4](Cl)[N:3]=1.[CH2:17]([NH2:24])[C:18]1[CH:23]=[CH:22][CH:21]=[CH:20][CH:19]=1>C(O)CCC>[Cl:1][C:2]1[N:10]=[C:9]2[C:5]([N:6]=[CH:7][N:8]2[CH:11]([CH2:14][CH3:15])[CH2:12][CH3:13])=[C:4]([NH:24][CH2:17][C:18]2[CH:23]=[CH:22][CH:21]=[CH:20][CH:19]=2)[N:3]=1. Procedure: 191 mg of the product obtained in Stage 1 above, 2.5 ml of butanol and 0.115 ml of benzylamine are mixed together and the reaction medium is heated to a temperature of approximately 90 to 110° C. for 5 hours. The reaction medium is then left to return to ambient temperature and left to crystallize, followed by separating, washing with 10 ml of isopropanol and drying under vacuum at approximately 50° C. In this way 148 mg of expected product is obtained in the form of white crystals. Starting materials: tetrakistriphenylphosphine palladium, BrC=1C=CC2=C(C=C(CCS2)C(=O)OC)C1 (methyl 7-bromo-2,3-dihydro-1-benzothiepine-4-carboxylate), B(OC1=CC=C(C=C1)OC)([O-])[O-] (4-methoxyphenyl borate), C([O-])([O-])=O.[K+].[K+] (potassium carbonate). The solvent is C1(=CC=CC=C1)C.C(C)O.O (toluene ethanol water). Run at time 1 hour. Product: COC1=CC=C(C=C1)C=1C=CC2=C(C=C(CCS2)C(=O)OC)C1 (methyl 7-(4-methoxyphenyl)-2,3-dihydro-1-benzothiepine-4-carboxylate). Isolated yield 85.5%. Reaction SMILES: Br[C:2]1[CH:3]=[CH:4][C:5]2[S:11][CH2:10][CH2:9][C:8]([C:12]([O:14][CH3:15])=[O:13])=[CH:7][C:6]=2[CH:16]=1.B([O-])([O-])O[C:19]1[CH:24]=[CH:23][C:22]([O:25][CH3:26])=[CH:21][CH:20]=1.C(=O)([O-])[O-].[K+].[K+]>C1(C)C=CC=CC=1.C(O)C.O>[CH3:26][O:25][C:22]1[CH:23]=[CH:24][C:19]([C:2]2[CH:3]=[CH:4][C:5]3[S:11][CH2:10][CH2:9][C:8]([C:12]([O:14][CH3:15])=[O:13])=[CH:7][C:6]=3[CH:16]=2)=[CH:20][CH:21]=1 |f:2.3.4,5.6.7|. Procedure details: Under argon atmosphere, a mixture of methyl 7-bromo-2,3-dihydro-1-benzothiepine-4-carboxylate (1.5 g), 4-methoxyphenyl borate (0.84 g) and potassium carbonate (1.39 g) in toluene/ethanol/water (50/5/5 ml) was stirred at room temperature for 1 hour. To the mixture was added tetrakistriphenylphosphine palladium (0.17 g), and the mixture was refluxed for 24 hours and then cooled. The mixture was extracted with ethyl acetate, washed with saturated brine and dried with magnesium sulfate. Under reduce...